This data is from the Open Reaction Database (ORD), a public repository of structured organic reaction records. The task is: describe an organic reaction: reactants, conditions, products, and yield Starting materials: ClC1=CC=C(C(C=O)=C1)O (5-chlorosalicylaldehyde), NC=1C=C(CS(=O)(=O)CC(=O)O)C=CC1Cl (2-(3-amino-4-chlorobenzylsulfonyl)acetic acid). The solvent is C(C)(=O)O (acetic acid). Yields the product ClC1=C(C=C(CS(=O)(=O)C=2C(OC3=CC=C(C=C3C2)Cl)=O)C=C1)N (3-(4-Chloro-3-aminobenzylsulfonyl)-6-chloro-2H-chromen-2-one). Isolated yield 91.0%. As a reaction SMILES: [Cl:1][C:2]1[CH:9]=[C:6]([CH:7]=O)[C:5]([OH:10])=[CH:4][CH:3]=1.[NH2:11][C:12]1[CH:13]=[C:14]([CH:23]=[CH:24][C:25]=1[Cl:26])[CH2:15][S:16]([CH2:19][C:20](O)=[O:21])(=[O:18])=[O:17]>C(O)(=O)C>[Cl:26][C:25]1[CH:24]=[CH:23][C:14]([CH2:15][S:16]([C:19]2[C:20](=[O:21])[O:10][C:5]3[C:6]([CH:7]=2)=[CH:9][C:2]([Cl:1])=[CH:3][CH:4]=3)(=[O:18])=[O:17])=[CH:13][C:12]=1[NH2:11]. Reported procedure: A solution of 5-chlorosalicylaldehyde (1 mmol) and 2-(3-amino-4-chlorobenzylsulfonyl)acetic acid (1 mmol) in acetic acid (10 mL) was subjected to the General Procedure 2, Method A to generate a 91% yield of the title compound. Reactants: BrC1=CC=C(C=C1)C1=C(C(=NO1)C)NC(CC1=CC=C(C=C1)OC)C ([5-(4-bromo-phenyl)-3-methyl-isoxazol-4-yl]-[2-(4-methoxy-phenyl)-1-methyl-ethyl]-amine), C(C)OC(CC1=C(C=CC=C1)B1OC(C(O1)(C)C)(C)C)=O ([2-(4,4,5,5-tetramethyl-[1,3,2]dioxaborolan-2-yl)-phenyl]acetic acid ethyl ester). Product: C(C)OC(CC1=C(C=CC=C1)C1=CC=C(C=C1)C1=C(C(=NO1)C)NC(CC1=CC=C(C=C1)OC)C)=O ((4′-{4-[2-(4-Methoxy-phenyl)-1-methyl-ethylamino]-3-methyl-isoxazol-5-yl}-biphenyl-2-yl)-acetic acid ethyl ester). As a reaction SMILES: Br[C:2]1[CH:7]=[CH:6][C:5]([C:8]2[O:12][N:11]=[C:10]([CH3:13])[C:9]=2[NH:14][CH:15]([CH3:25])[CH2:16][C:17]2[CH:22]=[CH:21][C:20]([O:23][CH3:24])=[CH:19][CH:18]=2)=[CH:4][CH:3]=1.[CH2:26]([O:28][C:29](=[O:46])[CH2:30][C:31]1[CH:36]=[CH:35][CH:34]=[CH:33][C:32]=1B1OC(C)(C)C(C)(C)O1)[CH3:27]>>[CH2:26]([O:28][C:29](=[O:46])[CH2:30][C:31]1[CH:36]=[CH:35][CH:34]=[CH:33][C:32]=1[C:2]1[CH:7]=[CH:6][C:5]([C:8]2[O:12][N:11]=[C:10]([CH3:13])[C:9]=2[NH:14][CH:15]([CH3:25])[CH2:16][C:17]2[CH:22]=[CH:21][C:20]([O:23][CH3:24])=[CH:19][CH:18]=2)=[CH:4][CH:3]=1)[CH3:27]. Procedure: Prepared according to the procedure described in Example 1, Step 7, using [5-(4-bromo-phenyl)-3-methyl-isoxazol-4-yl]-[2-(4-methoxy-phenyl)-1-methyl-ethyl]-amine and [2-(4,4,5,5-tetramethyl-[1,3,2]dioxaborolan-2-yl)-phenyl]acetic acid ethyl ester. Reactants: CC(C)(C)C(=O)C(=O)OC(=O)C(=O)C(C)(C)C, ClC(Cl)Cl, C=C1CCC2C3CCc4cc(N)c(OC)cc4C3CCC12C. Product: C=C1CCC2C3CCc4cc(N)c(OCC)cc4C3CCC12C. As a reaction SMILES: [CH3:23][C:24]([CH3:25])([CH3:26])[C:27]([C:28]([O:29][C:30]([C:31](=[O:32])[C:33]([CH3:34])([CH3:35])[CH3:36])=[O:37])=[O:38])=[O:39].[CH:40]([Cl:41])([Cl:42])[Cl:43].[NH2:1][c:2]1[cH:3][c:4]2[c:17]([cH:18][c:19]1[O:20][CH3:21])[CH:16]1[CH:7]([CH2:6][CH2:5]2)[CH:8]2[CH2:9][CH2:10][C:11](=[CH2:22])[C:12]2([CH3:13])[CH2:14][CH2:15]1>>[NH2:1][c:2]1[cH:3][c:4]2[c:17]([cH:18][c:19]1[O:20][CH2:21][CH3:23])[CH:16]1[CH:7]([CH2:6][CH2:5]2)[CH:8]2[CH2:9][CH2:10][C:11](=[CH2:22])[C:12]2([CH3:13])[CH2:14][CH2:15]1. Reaction SMILES: [Br:1]N1C(=O)NC(=O)N(Br)C1=O.[CH:12]1([C:15]2[CH:24]=[CH:23][C:18]([C:19]([O:21][CH3:22])=[O:20])=[C:17]([O:25][CH:26]([CH3:28])[CH3:27])[CH:16]=2)[CH2:14][CH2:13]1.S([O-])([O-])(=O)=S.[Na+].[Na+]>CN(C=O)C>[Br:1][C:24]1[C:15]([CH:12]2[CH2:14][CH2:13]2)=[CH:16][C:17]([O:25][CH:26]([CH3:28])[CH3:27])=[C:18]([CH:23]=1)[C:19]([O:21][CH3:22])=[O:20] |f:2.3.4|. Product: BrC=1C(=CC(=C(C(=O)OC)C1)OC(C)C)C1CC1 (Methyl 5-bromo-4-cyclopropyl-2-isopropoxybenzoate). Yield: 158.2%. Reaction conditions: temperature 90 celsius, time 1 hour. The solvent is CN(C)C=O (DMF). Reported procedure: Dibromoisocyanuric acid (3.99 g) was added at room temperature to a DMF (80 mL) solution of methyl 4-cyclopropyl-2-isopropoxybenzoate (5.43 g), and the mixture was stirred at 90° C. for 1 hour in a nitrogen atmosphere. An aqueous sodium thiosulfate solution was added to the reaction mixture at room temperature, followed by extraction with ethyl acetate. The obtained organic layer was washed with water and saturated saline in this order and dried over anhydrous magnesium sulfate, and then, the so... Reactants: BrN1C(N(C(NC1=O)=O)Br)=O (Dibromoisocyanuric acid), C1(CC1)C1=CC(=C(C(=O)OC)C=C1)OC(C)C (methyl 4-cyclopropyl-2-isopropoxybenzoate), S(=S)(=O)([O-])[O-].[Na+].[Na+] (sodium thiosulfate). Reactants: ClCCl, Cl, O=c1[nH]c2ccc(C3CCC(NCCCc4ccc(F)c(F)c4)CC3)cc2o1. The product is CN(CCCc1ccc(F)c(F)c1)C1CCC(c2ccc3[nH]c(=O)oc3c2)CC1. As a reaction SMILES: [Cl:30][CH2:31][Cl:32].[ClH:29].[F:1][c:2]1[cH:3][c:4]([CH2:9][CH2:10][CH2:11][NH:12][CH:13]2[CH2:14][CH2:15][CH:16]([c:19]3[cH:20][c:21]4[c:22]([nH:23][c:24](=[O:26])[o:25]4)[cH:27][cH:28]3)[CH2:17][CH2:18]2)[cH:5][cH:6][c:7]1[F:8]>>[F:1][c:2]1[cH:3][c:4]([CH2:9][CH2:10][CH2:11][N:12]([CH:13]2[CH2:14][CH2:15][CH:16]([c:19]3[cH:20][c:21]4[c:22]([nH:23][c:24](=[O:26])[o:25]4)[cH:27][cH:28]3)[CH2:17][CH2:18]2)[CH3:31])[cH:5][cH:6][c:7]1[F:8]. The reactants are Cl, Cl, c1cc2c(cc1OCCCN1CCCCC1)CCNC2, O=S(=O)(Cl)c1ccccc1. RXN SMILES: [ClH:1].[ClH:2].[N:3]1([CH2:9][CH2:10][CH2:11][O:12][c:13]2[cH:14][c:15]3[c:20]([cH:21][cH:22]2)[CH2:19][NH:18][CH2:17][CH2:16]3)[CH2:4][CH2:5][CH2:6][CH2:7][CH2:8]1.[c:23]1([S:29](=[O:30])(=[O:31])[Cl:32])[cH:24][cH:25][cH:26][cH:27][cH:28]1>>[N:3]1([CH2:9][CH2:10][CH2:11][O:12][c:13]2[cH:14][c:15]3[c:20]([cH:21][cH:22]2)[CH2:19][N:18]([S:29]([c:23]2[cH:24][cH:25][cH:26][cH:27][cH:28]2)(=[O:30])=[O:31])[CH2:17][CH2:16]3)[CH2:4][CH2:5][CH2:6][CH2:7][CH2:8]1. Yields the product O=S(=O)(c1ccccc1)N1CCc2cc(OCCCN3CCCCC3)ccc2C1. Starting materials: [H-].[Na+] (NaH), N1C(=CC2=CC=CC=C12)C=O (1H-indole-2-carbaldehyde), C1CCOC1 (THF). Run at time 16 hour. Product: C(=C)C=1NC2=CC=CC=C2C1 (2-vinyl-1H-indole). Isolated yield 83.0%. As a reaction SMILES: [H-].[Na+].[NH:3]1[C:11]2[C:6](=[CH:7][CH:8]=[CH:9][CH:10]=2)[CH:5]=[C:4]1[CH:12]=O.[CH2:14]1COCC1>>[CH:12]([C:4]1[NH:3][C:11]2[C:6]([CH:5]=1)=[CH:7][CH:8]=[CH:9][CH:10]=2)=[CH2:14] |f:0.1|. Reported procedure: NaH (2.6 g, 66.2 mmol) at 0° C. was added to a mixture of 1H-indole-2-carbaldehyde (4.00 g, 27.6 mmol) and PPh3CH3Br (19.7 g, 55.2 mmol) in dry THF (100 mL) After being stirred at room temperature for 16 hours, the reaction was quenched with water. After partition, the aqueous layer was extracted with ethyl acetate (2×50 mL). The combined organic layers were washed with brine, dried, and concentrated. The residue was purified by silica gel column chromatography eluting with petroleum ether/ethyl... Starting materials: CC(C)(C)OC(=O)CBr, O=C(CCCN1CCNC(=O)C1=O)OC(c1ccccc1)c1ccccc1. The product is CC(C)(C)OC(=O)CN1CCN(CCCC(=O)OC(c2ccccc2)c2ccccc2)C(=O)C1=O. As a reaction SMILES: [Br:28][CH2:29][C:30](=[O:31])[O:32][C:33]([CH3:34])([CH3:35])[CH3:36].[O:1]=[C:2]1[N:3]([CH2:9][CH2:10][CH2:11][C:12](=[O:13])[O:14][CH:15]([c:16]2[cH:17][cH:18][cH:19][cH:20][cH:21]2)[c:22]2[cH:23][cH:24][cH:25][cH:26][cH:27]2)[CH2:4][CH2:5][NH:6][C:7]1=[O:8]>>[O:1]=[C:2]1[N:3]([CH2:9][CH2:10][CH2:11][C:12](=[O:13])[O:14][CH:15]([c:16]2[cH:17][cH:18][cH:19][cH:20][cH:21]2)[c:22]2[cH:23][cH:24][cH:25][cH:26][cH:27]2)[CH2:4][CH2:5][N:6]([CH2:29][C:30](=[O:31])[O:32][C:33]([CH3:34])([CH3:35])[CH3:36])[C:7]1=[O:8]. The reactants are O=C(C(=O)OCC)N(C[C@@H]1N(CCOC1)CC1=CC=CC=C1)CC1=CC=CC=C1 (Ethyl oxo((phenylmethyl){[(3S)-4-(phenylmethyl)-3-morpholinyl]methyl}amino)acetate). Reagents/catalysts: [Pd] (Pd on carbon). The solvent is CCOC(=O)C (EtOAc). Yields the product C1(=CC=CC=C1)CN1C[C@H]2COCCN2C(C1=O)=O ((9aS)-8-(phenylmethyl)hexahydropyrazino[2,1-c][1,4]oxazine-6,7-dione). Isolated yield 53.7%. Reaction SMILES: [O:1]=[C:2]([N:8]([CH2:23][C:24]1[CH:29]=[CH:28][CH:27]=[CH:26][CH:25]=1)[CH2:9][C@H:10]1[CH2:15][O:14][CH2:13][CH2:12][N:11]1CC1C=CC=CC=1)[C:3](OCC)=[O:4]>[Pd].CCOC(C)=O>[C:24]1([CH2:23][N:8]2[C:2](=[O:1])[C:3](=[O:4])[N:11]3[C@H:10]([CH2:15][O:14][CH2:13][CH2:12]3)[CH2:9]2)[CH:29]=[CH:28][CH:27]=[CH:26][CH:25]=1. Procedure: 1-Phenyl-N-{[(3S)-4-(phenylmethyl)-3-morpholinyl]methyl}methanamine (4.35 g, 14.7 mmol) and diisopropylethylamine (3.30 mL, 19.1 mmol) in THF (50 mL) cooled to 0° C. Ethylchlorooxo-acetate (1.80 mL, 16.2 mmol) was added dropwise via syringe. The ice bath was removed and the reaction was stirred at rt for 2 h. The reaction mixture was concentrated, taken up in EtOAc and washed with half saturated NaHCO3. The aqueous layer was back extracted with EtOAc, dried over MgSO4 and azeotroped in EtOH to p...